From a dataset of the Open Reaction Database (ORD), a public repository of structured organic reaction records. describe an organic reaction: reactants, conditions, products, and yield The reactants are CC1(C)CCNc2ccc(C#C[Si](C)(C)C)cc21, CC(C)O, [K+], [OH-]. Yields the product C#Cc1ccc2c(c1)C(C)(C)CCN2. Reaction SMILES: [CH3:1][C:2]1([CH3:18])[CH2:3][CH2:4][NH:5][c:6]2[cH:7][cH:8][c:9]([C:12]#[C:13][Si:14]([CH3:15])([CH3:16])[CH3:17])[cH:10][c:11]21.[CH:21]([OH:22])([CH3:23])[CH3:24].[K+:20].[OH-:19]>>[CH3:1][C:2]1([CH3:18])[CH2:3][CH2:4][NH:5][c:6]2[cH:7][cH:8][c:9]([C:12]#[CH:13])[cH:10][c:11]21.